This data is from the Open Reaction Database (ORD), a public repository of structured organic reaction records. The task is: describe an organic reaction: reactants, conditions, products, and yield Starting materials: [OH-].[Na+] (sodium hydroxide), [Cl-].[Zn+2].[Cl-] (zinc chloride), C(C)(=O)NC(C(=O)O)=CC1=CC=CC=C1 (α-acetamidocinnamic acid). The solvent is O (water), O (water). Conditions: temperature 70 celsius, time 2.5 hour. The product is C(C)(=O)NC(C(=O)[O-])=CC1=CC=CC=C1.[Zn+2].C(C)(=O)NC(C(=O)[O-])=CC1=CC=CC=C1 (zinc α-acetamidocinnamate). The yield is 79.4%. Reaction SMILES: [OH-].[Na+].[C:3]([NH:6][C:7](=[CH:11][C:12]1[CH:17]=[CH:16][CH:15]=[CH:14][CH:13]=1)[C:8]([OH:10])=[O:9])(=[O:5])[CH3:4].[Cl-].[Zn+2:19].[Cl-]>O>[C:3]([NH:6][C:7](=[CH:11][C:12]1[CH:17]=[CH:16][CH:15]=[CH:14][CH:13]=1)[C:8]([O-:10])=[O:9])(=[O:5])[CH3:4].[Zn+2:19].[C:3]([NH:6][C:7](=[CH:11][C:12]1[CH:17]=[CH:16][CH:15]=[CH:14][CH:13]=1)[C:8]([O-:10])=[O:9])(=[O:5])[CH3:4] |f:0.1,3.4.5,7.8.9|. Reported procedure: A solution of 47% (w/w) sodium hydroxide (5.5 g) is added to slurry of α-acetamidocinnamic acid (10.3 g, 0.05 mol) in water (100 mL) at 70° C. to give a clear slightly alkaline solution. A solution of zinc chloride (3.4 g, 0.025 mol) in water (50 mL) is added and a precipitate is formed immediately. The mixture is stirred at 70° C. for further 2.5 hours. The precipitate is then filtered and dried to yield 9.4 g (80%) zinc α-acetamidocinnamate as a fine white powder. IR absorption bands: 1560, 15...